describe an organic reaction: reactants, conditions, products, and yield From a dataset of the Open Reaction Database (ORD), a public repository of structured organic reaction records. Reactants: OCCCCN1CCC(CC1)C=1C=C(C=CC1)NC(C(C)C)=O (N-{3-[1-(4-hydroxybutyl)-4-piperidinyl]phenyl}-2-methylpropanamide), ClC1=C(C(=CC=C1)Cl)C1=NOC(=C1C(=O)Cl)C (3-(2,6-dichlorophenyl)-5-methyl-4-isoxazolecarbonyl chloride). Product: ClC1=C(C(=CC=C1)Cl)C1=NOC(=C1C(=O)OCCCCN1CCC(CC1)C1=CC(=CC=C1)NC(C(C)C)=O)C (4-{4-[3-(ISOBUTYRYLAMINO)PHENYL]-1-PIPERIDINYL}BUTYL 3-(2,6-DICHLOROPHENYL)-5-METHYL-4-ISOXAZOLECARBOXYLATE). RXN SMILES: [OH:1][CH2:2][CH2:3][CH2:4][CH2:5][N:6]1[CH2:11][CH2:10][CH:9]([C:12]2[CH:13]=[C:14]([NH:18][C:19](=[O:23])[CH:20]([CH3:22])[CH3:21])[CH:15]=[CH:16][CH:17]=2)[CH2:8][CH2:7]1.[Cl:24][C:25]1[CH:30]=[CH:29][CH:28]=[C:27]([Cl:31])[C:26]=1[C:32]1[C:36]([C:37](Cl)=[O:38])=[C:35]([CH3:40])[O:34][N:33]=1>>[Cl:24][C:25]1[CH:30]=[CH:29][CH:28]=[C:27]([Cl:31])[C:26]=1[C:32]1[C:36]([C:37]([O:1][CH2:2][CH2:3][CH2:4][CH2:5][N:6]2[CH2:7][CH2:8][CH:9]([C:12]3[CH:17]=[CH:16][CH:15]=[C:14]([NH:18][C:19](=[O:23])[CH:20]([CH3:21])[CH3:22])[CH:13]=3)[CH2:10][CH2:11]2)=[O:38])=[C:35]([CH3:40])[O:34][N:33]=1. Procedure details: Prepared by Procedure Q1 and Scheme C2 (TEA) using N-{3-[1-(4-hydroxybutyl)-4-piperidinyl]phenyl}-2-methylpropanamide and 3-(2,6-dichlorophenyl)-5-methyl-4-isoxazolecarbonyl chloride: ESMS m/e: 572.2 (M+H)+. The reactants are C(C1=CC=CC=C1)NCCOCC1=CC=CC=C1 (N-Benzyl-2-(benzyloxy)ethane amine), [N+](=O)([O-])C=1C=C(C=CC1)[C@H]1OC1 ((R)-2-(3-nitrophenyl)oxirane). Run in CC(C)O (2-propanol). Conditions: time 36 hour. Yields the product C(C1=CC=CC=C1)N(C[C@H](O)C1=CC(=CC=C1)[N+](=O)[O-])CCOCC1=CC=CC=C1 ((R)-2-(Benzyl(2-(benzyloxy)ethyl)amino)-1-(3-nitrophenyl)ethanol). Isolated yield 133.8%. As a reaction SMILES: [CH2:1]([NH:8][CH2:9][CH2:10][O:11][CH2:12][C:13]1[CH:18]=[CH:17][CH:16]=[CH:15][CH:14]=1)[C:2]1[CH:7]=[CH:6][CH:5]=[CH:4][CH:3]=1.[N+:19]([C:22]1[CH:23]=[C:24]([C@@H:28]2[CH2:30][O:29]2)[CH:25]=[CH:26][CH:27]=1)([O-:21])=[O:20]>CC(O)C>[CH2:1]([N:8]([CH2:9][CH2:10][O:11][CH2:12][C:13]1[CH:18]=[CH:17][CH:16]=[CH:15][CH:14]=1)[CH2:30][C@@H:28]([C:24]1[CH:25]=[CH:26][CH:27]=[C:22]([N+:19]([O-:21])=[O:20])[CH:23]=1)[OH:29])[C:2]1[CH:3]=[CH:4][CH:5]=[CH:6][CH:7]=1. Reported procedure: N-Benzyl-2-(benzyloxy)ethane amine (13.6532 g) which can be prepared according to the method described in Reference example 56, etc. was added with (R)-2-(3-nitrophenyl)oxirane (20.21 g) and 2-propanol (205 mL), followed by stirring for 36 hours at reflux. After cooling to room temperature, the reaction solution was concentrated under reduced pressure. Toluene (100 mL) was added to the residue and the mixture was concentrated under reduced pressure. The resulting residue was purified by column c... Reactants: ClC1=C(C(=CC=C1)C)C (chloro o-xylene), [Na].SC1=[N+](C=CC=C1)[O-] (2-mercaptopyridine N-oxide sodium salt). The product is CC1=C(C=CC=C1)CSC1=[N+](C=CC=C1)[O-] (2-(2-methylphenylmethylthio)-pyridine N-oxide). Isolated yield 85.0%. Reaction SMILES: Cl[C:2]1[CH:7]=[CH:6][CH:5]=[C:4]([CH3:8])[C:3]=1[CH3:9].[Na].[SH:11][C:12]1[CH:17]=[CH:16][CH:15]=[CH:14][N+:13]=1[O-:18]>>[CH3:8][C:4]1[CH:5]=[CH:6][CH:7]=[CH:2][C:3]=1[CH2:9][S:11][C:12]1[CH:17]=[CH:16][CH:15]=[CH:14][N+:13]=1[O-:18] |f:1.2,^1:9|. Reported procedure: The intermediate 2-(2-methylphenylmethylthio)-pyridine N-oxide is prepared by the procedure described in Example 2 from α -chloro o-xylene and 2-mercaptopyridine N-oxide sodium salt. Melting point 134° - 136°C. Yield 85% theory. Structure confirmed by IR and NMR. Starting materials: CCOC(=O)C=CC=C(c1cccc([N+](=O)[O-])c1)c1cccc([N+](=O)[O-])c1, [Na+], [OH-], O. Yields the product O=C(O)C=CC=C(c1cccc([N+](=O)[O-])c1)c1cccc([N+](=O)[O-])c1. As a reaction SMILES: [CH2:1]([CH3:2])[O:3][C:4]([CH:5]=[CH:6][CH:7]=[C:8]([c:9]1[cH:10][c:11]([N+:15](=[O:16])[O-:17])[cH:12][cH:13][cH:14]1)[c:18]1[cH:19][c:20]([N+:24](=[O:25])[O-:26])[cH:21][cH:22][cH:23]1)=[O:27].[Na+:29].[OH-:28].[OH2:30]>>[O:3]=[C:4]([CH:5]=[CH:6][CH:7]=[C:8]([c:9]1[cH:10][c:11]([N+:15](=[O:16])[O-:17])[cH:12][cH:13][cH:14]1)[c:18]1[cH:19][c:20]([N+:24](=[O:25])[O-:26])[cH:21][cH:22][cH:23]1)[OH:27]. Starting materials: C(C)(C)(C)NCC(COC1=C2CC(NC2=CC=C1)=O)O (4-(3-tert-butylamino-2-hydroxypropoxy)oxindole), C(Cl)(Cl)Cl (chloroform), C(C1=CN=CC=C1)(=O)Cl (nicotinoyl chloride). Run in N1=CC=CC=C1 (pyridine). Conditions: time 4 day. Product: C(C)(C)(C)NCC(COC1=C2CC(NC2=CC=C1)=O)OC(C1=CN=CC=C1)=O (4-(3-tert-butylamino-2-nicotinoyloxypropoxy)oxindole). RXN SMILES: [C:1]([NH:5][CH2:6][CH:7]([OH:20])[CH2:8][O:9][C:10]1[CH:18]=[CH:17][CH:16]=[C:15]2[C:11]=1[CH2:12][C:13](=[O:19])[NH:14]2)([CH3:4])([CH3:3])[CH3:2].C(Cl)(Cl)Cl.[C:25](Cl)(=[O:32])[C:26]1[CH:31]=[CH:30][CH:29]=[N:28][CH:27]=1>N1C=CC=CC=1>[C:1]([NH:5][CH2:6][CH:7]([O:20][C:25](=[O:32])[C:26]1[CH:31]=[CH:30][CH:29]=[N:28][CH:27]=1)[CH2:8][O:9][C:10]1[CH:18]=[CH:17][CH:16]=[C:15]2[C:11]=1[CH2:12][C:13](=[O:19])[NH:14]2)([CH3:4])([CH3:2])[CH3:3]. Procedure: 1 g of 4-(3-tert-butylamino-2-hydroxypropoxy)oxindole, 20 cc of chloroform, 10 cc of pyridine and 0.713 g of nicotinoyl chloride are allowed to stand at room temperature for 4 days, the mixture is then concentrated by evaporation as carefully as possible at reduced pressure and the residue is taken up in water. The reaction mixture is rendered alkaline with a 10% ammonia solution, is extracted with methylene chloride, and subsequently an excess of 2 N hydrochloric acid in ethanol is added. The s...